Dataset: the Open Reaction Database (ORD), a public repository of structured organic reaction records. Task: describe an organic reaction: reactants, conditions, products, and yield The reactants are [F-].C(CCC)[N+](CCCC)(CCCC)CCCC (tetrabutylammonium fluoride), COC[C@@H](OC=1C=C(OC=2C=CC(=NC2)S(=O)(=O)C)C=C(C1)C=1NC(=CC1)C=1O[C@H]([C@H](N1)C)CO[Si](C(C)C)(C(C)C)C(C)C)C (5-(3-[(1S)-2-Methoxy-1-methylethoxy]-5-{5-[(4R,5R)-4-methyl-5-{[(triisopropylsilyl)oxy]methyl}-4,5-dihydro-1,3-oxazol-2-yl]-1H-pyrrol-2-yl}phenoxy)-2-(methylsulfonyl)pyridine), O (Water). Run in O1CCCC1 (tetrahydrofuran). Conditions: time 1 hour. Product: COC[C@@H](OC=1C=C(C=C(C1)OC=1C=NC(=CC1)S(=O)(=O)C)C1=CC=C(N1)C=1O[C@H]([C@H](N1)C)CO)C ({(4R,5R)-2-[5-(3-[(1S)-2-Methoxy-1-methylethoxy]-5-{[6-(methylsulfonyl)pyridin-3-yl]oxy}phenyl)-1H-pyrrol-2-yl]-4-methyl-4,5-dihydro-1,3-oxazol-5-yl}methanol). The yield is 75.8%. RXN SMILES: [CH3:1][O:2][CH2:3][C@H:4]([CH3:46])[O:5][C:6]1[CH:7]=[C:8]([CH:20]=[C:21]([C:23]2[NH:24][C:25]([C:28]3[O:29][C@@H:30]([CH2:34][O:35][Si](C(C)C)(C(C)C)C(C)C)[C@@H:31]([CH3:33])[N:32]=3)=[CH:26][CH:27]=2)[CH:22]=1)[O:9][C:10]1[CH:11]=[CH:12][C:13]([S:16]([CH3:19])(=[O:18])=[O:17])=[N:14][CH:15]=1.[F-].C([N+](CCCC)(CCCC)CCCC)CCC.O>O1CCCC1>[CH3:1][O:2][CH2:3][C@H:4]([CH3:46])[O:5][C:6]1[CH:22]=[C:21]([C:23]2[NH:24][C:25]([C:28]3[O:29][C@@H:30]([CH2:34][OH:35])[C@@H:31]([CH3:33])[N:32]=3)=[CH:26][CH:27]=2)[CH:20]=[C:8]([O:9][C:10]2[CH:15]=[N:14][C:13]([S:16]([CH3:19])(=[O:17])=[O:18])=[CH:12][CH:11]=2)[CH:7]=1 |f:1.2|. Procedure: 5-(3-[(1S)-2-Methoxy-1-methylethoxy]-5-{5-[(4R,5R)-4-methyl-5-{[(triisopropylsilyl)oxy]methyl}-4,5-dihydro-1,3-oxazol-2-yl]-1H-pyrrol-2-yl}phenoxy)-2-(methylsulfonyl)pyridine (1.23 g, 1.83 mmol) synthesized in Example (89g) was dissolved in tetrahydrofuran (20 mL), and tetrabutylammonium fluoride (1.0 mol/L tetrahydrofuran solution, 2.11 mL, 2.11 mmol) is added at room temperature, followed by stirring at room temperature for 1 hour under nitrogen atmosphere. Water (20 mL) was added, and extract... Reactants: F[B-](F)(F)F, CN1C(=O)C2(CCC2)CN(C2CCCC2)c2nc(Nc3ccc(C(=O)O)cc3F)ncc21, CCN(C(C)C)C(C)C, CN1CCN(N)CC1, CN(C)C=O, CN(C)C(On1nnc2ccccc21)=[N+](C)C. The product is CN1CCN(NC(=O)c2ccc(Nc3ncc4c(n3)N(C3CCCC3)CC3(CCC3)C(=O)N4C)c(F)c2)CC1. RXN SMILES: [B-:42]([F:43])([F:44])([F:45])[F:46].[CH:1]1([N:6]2[c:7]3[c:8]([cH:18][n:19][c:20]([NH:22][c:23]4[c:24]([F:32])[cH:25][c:26]([C:27](=[O:28])[OH:29])[cH:30][cH:31]4)[n:21]3)[N:9]([CH3:17])[C:10](=[O:16])[C:11]3([CH2:12][CH2:13][CH2:14]3)[CH2:15]2)[CH2:2][CH2:3][CH2:4][CH2:5]1.[CH:33]([N:34]([CH2:35][CH3:36])[CH:37]([CH3:38])[CH3:39])([CH3:40])[CH3:41].[NH2:64][N:65]1[CH2:66][CH2:67][N:68]([CH3:71])[CH2:69][CH2:70]1.[O:72]=[CH:73][N:74]([CH3:75])[CH3:76].[n:47]1([O:48][C:49]([N:50]([CH3:51])[CH3:52])=[N+:53]([CH3:54])[CH3:55])[c:56]2[cH:57][cH:58][cH:59][cH:60][c:61]2[n:62][n:63]1>>[CH:1]1([N:6]2[c:7]3[c:8]([cH:18][n:19][c:20]([NH:22][c:23]4[c:24]([F:32])[cH:25][c:26]([C:27](=[O:28])[NH:64][N:65]5[CH2:66][CH2:67][N:68]([CH3:71])[CH2:69][CH2:70]5)[cH:30][cH:31]4)[n:21]3)[N:9]([CH3:17])[C:10](=[O:16])[C:11]3([CH2:12][CH2:13][CH2:14]3)[CH2:15]2)[CH2:2][CH2:3][CH2:4][CH2:5]1. Reactants: [BH4-], CC(C)(C)S(=O)N=C1CCC2CN(Cc3ccccc3)CC12, CO, [Na+]. Yields the product CC(C)(C)S(=O)NC1CCC2CN(Cc3ccccc3)CC21. RXN SMILES: [BH4-:23].[CH2:1]([c:2]1[cH:3][cH:4][cH:5][cH:6][cH:7]1)[N:8]1[CH2:9][CH:10]2[CH:11]([CH2:12]1)[C:13](=[N:16][S:17](=[O:18])[C:19]([CH3:20])([CH3:21])[CH3:22])[CH2:14][CH2:15]2.[CH3:25][OH:26].[Na+:24]>>[CH2:1]([c:2]1[cH:3][cH:4][cH:5][cH:6][cH:7]1)[N:8]1[CH2:9][CH:10]2[CH:11]([CH2:12]1)[CH:13]([NH:16][S:17](=[O:18])[C:19]([CH3:20])([CH3:21])[CH3:22])[CH2:14][CH2:15]2. Yield: 94.0%. Yields the product BrC=1C=C(C(=NC1)OCC)NS(=O)(=O)C1=CC=C(C=C1)O (N-(5-Bromo-2-ethoxypyridin-3-yl)-4-hydroxybenzenesulfonamide). As a reaction SMILES: [Br:1][C:2]1[CH:3]=[C:4]([NH:9][S:10]([C:13]2[CH:18]=[CH:17][C:16]([OH:19])=[CH:15][CH:14]=2)(=[O:12])=[O:11])[C:5](Cl)=[N:6][CH:7]=1.[O-:20][CH2:21][CH3:22].[Na+].C(=O)(O)[O-].[Na+].Cl>>[Br:1][C:2]1[CH:3]=[C:4]([NH:9][S:10]([C:13]2[CH:18]=[CH:17][C:16]([OH:19])=[CH:15][CH:14]=2)(=[O:12])=[O:11])[C:5]([O:20][CH2:21][CH3:22])=[N:6][CH:7]=1 |f:1.2,3.4|. Reactants: Cl (chlorhydric acid), BrC=1C=C(C(=NC1)Cl)NS(=O)(=O)C1=CC=C(C=C1)O (N-(5-Bromo-2-chloropyridin-3-yl)-4-hydroxybenzenesulfonamide), [O-]CC.[Na+] (sodium ethoxide), C([O-])(O)=O.[Na+] (sodium bicarbonate). Procedure details: N-(5-Bromo-2-chloropyridin-3-yl)-4-hydroxybenzenesulfonamide (264 mg, 0.55 mmol) and sodium ethoxide (21% in ethanol, 10 ml, 27 mmol) were stirred at 120° C. for 90 min under microwave conditions. The reaction mixture was poured into sodium bicarbonate saturated solution, neutralized with concentrated chlorhydric acid and extracted with ethyl acetate (×3). The organic phase was dried over magnesium sulphate, filtered and the solvent evaporated under reduced pressure to obtain 211 mg (94% yield, ... Reactants: C(C1=CC=CC=C1)(=O)C1=CC=C(C(=O)N2CC3=C(CC2)C=C(O3)CN3CCCC3)C=C1 (6-(4-Benzoylbenzoyl)-2-(1-pyrrolidinylmethyl)-4,5,6,7-tetrahydrofuro[2,3-c]pyridine), Cl (hydrogen chloride). The solvent is CO (methanol), CO (methanol). Product: Cl.C(C1=CC=CC=C1)(=O)C1=CC=C(C(=O)N2CC3=C(CC2)C=C(O3)CN3CCCC3)C=C1 (6-(4-benzoylbenzoyl)-2-(1-pyrrolidinylmethyl)-4,5,6,7-tetrahydrofuro[2,3-c]pyridine hydrochloride). As a reaction SMILES: [C:1]([C:9]1[CH:31]=[CH:30][C:12]([C:13]([N:15]2[CH2:20][CH2:19][C:18]3[CH:21]=[C:22]([CH2:24][N:25]4[CH2:29][CH2:28][CH2:27][CH2:26]4)[O:23][C:17]=3[CH2:16]2)=[O:14])=[CH:11][CH:10]=1)(=[O:8])[C:2]1[CH:7]=[CH:6][CH:5]=[CH:4][CH:3]=1.[ClH:32]>CO>[ClH:32].[C:1]([C:9]1[CH:31]=[CH:30][C:12]([C:13]([N:15]2[CH2:20][CH2:19][C:18]3[CH:21]=[C:22]([CH2:24][N:25]4[CH2:26][CH2:27][CH2:28][CH2:29]4)[O:23][C:17]=3[CH2:16]2)=[O:14])=[CH:11][CH:10]=1)(=[O:8])[C:2]1[CH:7]=[CH:6][CH:5]=[CH:4][CH:3]=1 |f:3.4|. Reported procedure: 6-(4-Benzoylbenzoyl)-2-(1-pyrrolidinylmethyl)-4,5,6,7-tetrahydrofuro[2,3-c]pyridine 0.225 g was dissolved in 2 ml of methanol; hydrogen chloride in methanol was added in excess, followed by stirring. The resulting mixture was then concentrated to yield the desired product. Starting materials: C(=O)C1=C(C=CC=C1)C1=CC=C(C=C1)C(CNS(=O)(=O)C(C)C)C (N-2-(4-(2-formylphenyl)phenyl)propyl 2-propanesulfonamide), [BH4-].[Na+] (sodium borohydride). The solvent is C(C)O (ethanol). Yields the product OCC1=C(C=CC=C1)C1=CC=C(C=C1)C(CNS(=O)(=O)C(C)C)C (N-2-(4-(2-(hydroxymethyl)phenyl)phenyl)propyl 2-propanesulfonamide). The yield is 84.4%. RXN SMILES: [CH:1]([C:3]1[CH:8]=[CH:7][CH:6]=[CH:5][C:4]=1[C:9]1[CH:14]=[CH:13][C:12]([CH:15]([CH3:24])[CH2:16][NH:17][S:18]([CH:21]([CH3:23])[CH3:22])(=[O:20])=[O:19])=[CH:11][CH:10]=1)=[O:2].[BH4-].[Na+]>C(O)C>[OH:2][CH2:1][C:3]1[CH:8]=[CH:7][CH:6]=[CH:5][C:4]=1[C:9]1[CH:14]=[CH:13][C:12]([CH:15]([CH3:24])[CH2:16][NH:17][S:18]([CH:21]([CH3:23])[CH3:22])(=[O:20])=[O:19])=[CH:11][CH:10]=1 |f:1.2|. Procedure: Prepared as in Example 46, using 2.0 g (5.8 mmol) of the material from Example 47 and 0.22 g (5.8 mmol) of sodium borohydride in 5 mL of ethanol. Afforded 1.7 g (84%) of the title compound.